Dataset: the Open Reaction Database (ORD), a public repository of structured organic reaction records. Task: describe an organic reaction: reactants, conditions, products, and yield Reactants: [BH4-], CC1(C)SC(=O)C2OC=C(Br)C=C21, CCO, [Na+], O. Product: CC1(C)SC(O)C2OC=C(Br)C=C21. RXN SMILES: [BH4-:1].[Br:3][C:4]1=[CH:9][O:8][CH:7]2[C:6](=[CH:5]1)[C:12]([CH3:13])([CH3:14])[S:11][C:10]2=[O:15].[CH3:17][CH2:18][OH:19].[Na+:2].[OH2:16]>>[Br:3][C:4]1=[CH:9][O:8][CH:7]2[C:6](=[CH:5]1)[C:12]([CH3:13])([CH3:14])[S:11][CH:10]2[OH:15]. Reactants: O=C([O-])[O-], CI, CN(C)C=O, COc1ccc(Cc2cc(C3(O)OC(CS)C(O)C(O)C3O)ccc2Cl)cc1, [Cs+], [Cs+], O. The product is COc1ccc(Cc2cc(C3(O)OC(CSC)C(O)C(O)C3O)ccc2Cl)cc1. RXN SMILES: [C:1](=[O:2])([O-:3])[O-:4].[CH3:35][I:36].[CH3:37][N:38]([CH3:39])[CH:40]=[O:41].[Cl:7][c:8]1[c:9]([CH2:26][c:27]2[cH:28][cH:29][c:30]([O:33][CH3:34])[cH:31][cH:32]2)[cH:10][c:11]([C:14]2([OH:15])[CH:16]([OH:17])[CH:18]([OH:19])[CH:20]([OH:21])[CH:22]([CH2:24][SH:25])[O:23]2)[cH:12][cH:13]1.[Cs+:5].[Cs+:6].[OH2:42]>>[CH3:1][S:25][CH2:24][CH:22]1[CH:20]([OH:21])[CH:18]([OH:19])[CH:16]([OH:17])[C:14]([c:11]2[cH:10][c:9]([CH2:26][c:27]3[cH:28][cH:29][c:30]([O:33][CH3:34])[cH:31][cH:32]3)[c:8]([Cl:7])[cH:13][cH:12]2)([OH:15])[O:23]1.